Dataset: the Open Reaction Database (ORD), a public repository of structured organic reaction records. Task: describe an organic reaction: reactants, conditions, products, and yield The reactants are [N-]=C=O (isocyanate), C(C(CO)(CO)N)O (trisamine), C(C1=CC=CC=C1)OC(=O)N(CC(=O)O)CC1=NC(=CC=C1)Br (N-[(Benzyloxy)carbonyl]-N-[(6-bromopyridin-2-yl)methyl]glycine), NCCO (2-aminoethanol), C=1C=CC2=C(C1)N=NN2O (HOBt), C1=CN(C=N1)C(=O)N2C=CN=C2 (CDI). Solvent: C(Cl)Cl (DCM), C(Cl)Cl (DCM). Product: C(C1=CC=CC=C1)OC(N(CC(=O)NCCO)CC1=NC(=CC=C1)Br)=O (Benzyl[(6-bromopyridin-2-yl)methyl]{2-[(2-hydroxyethyl)amino]-2-oxoethyl}carbamate). Reaction SMILES: [CH2:1]([O:8][C:9]([N:11]([CH2:16][C:17]1[CH:22]=[CH:21][CH:20]=[C:19]([Br:23])[N:18]=1)[CH2:12][C:13]([OH:15])=O)=[O:10])[C:2]1[CH:7]=[CH:6][CH:5]=[CH:4][CH:3]=1.[NH2:24][CH2:25][CH2:26][OH:27].C1C=CC2N(O)N=NC=2C=1.C1N=CN(C(N2C=NC=C2)=O)C=1.[N-]=C=O.C(O)C(N)(CO)CO>C(Cl)Cl>[CH2:1]([O:8][C:9](=[O:10])[N:11]([CH2:16][C:17]1[CH:22]=[CH:21][CH:20]=[C:19]([Br:23])[N:18]=1)[CH2:12][C:13]([NH:24][CH2:25][CH2:26][OH:27])=[O:15])[C:2]1[CH:3]=[CH:4][CH:5]=[CH:6][CH:7]=1. Reported procedure: A mixture of N-[(benzyloxy)carbonyl]-N-[(6-bromopyridin-2-yl)methyl]glycine (Example 179, Step 3) (112 mg, 0.295 mmol), 2-aminoethanol (18 μL, 0.295 mmol), HOBt (59 mg, 0.325 mmol) and PS-CDI (586 mg, 0.732 mmol) in DCM (4.0 mL) was irradiated in the microwave at 100° C. for 5 min. To this mixture, MP-isocyanate (967 mg, 1.22 mmol), PS-trisamine (393 mg, 1.34 mmol) and DCM (5.0 mL) were added and irradiated in the microwave at 100° C. for 10 min. The reaction mixture was filtered, washed with DC...